From a dataset of the Open Reaction Database (ORD), a public repository of structured organic reaction records. describe an organic reaction: reactants, conditions, products, and yield Reactants: ClC=1C=C(C=CC1F)C1=CN=C2N1C=CC(=C2F)C(C)(C)O (2-[3-(3-Chloro-4-fluorophenyl)-8-fluoroimidazo[1,2-α]pyridin-7-yl]-propan-2-ol), CS(=O)(=O)C1=CC=C(C=C1)B(O)O (4-methanesulfonylbenzeneboronic acid). Product: FC=1C=2N(C=CC1C(C)(C)O)C(=CN2)C=2C=CC(=C(C2)C2=CC=C(C=C2)S(=O)(=O)C)F (2-[8-fluoro-3-(2-fluoro-4′-methanesulfonylbiphenyl-5-yl)imidazo[1,2-α]pyridin-7-yl]propan-2-ol). The yield is 6.0%. Reaction SMILES: Cl[C:2]1[CH:3]=[C:4]([C:9]2[N:13]3[CH:14]=[CH:15][C:16]([C:19]([OH:22])([CH3:21])[CH3:20])=[C:17]([F:18])[C:12]3=[N:11][CH:10]=2)[CH:5]=[CH:6][C:7]=1[F:8].[CH3:23][S:24]([C:27]1[CH:32]=[CH:31][C:30](B(O)O)=[CH:29][CH:28]=1)(=[O:26])=[O:25]>>[F:18][C:17]1[C:12]2[N:13]([C:9]([C:4]3[CH:5]=[CH:6][C:7]([F:8])=[C:2]([C:30]4[CH:31]=[CH:32][C:27]([S:24]([CH3:23])(=[O:26])=[O:25])=[CH:28][CH:29]=4)[CH:3]=3)=[CH:10][N:11]=2)[CH:14]=[CH:15][C:16]=1[C:19]([OH:22])([CH3:21])[CH3:20]. Procedure: 2-[3-(3-Chloro-4-fluorophenyl)-8-fluoroimidazo[1,2-α]pyridin-7-yl]-propan-2-ol and 4-methanesulfonylbenzeneboronic acid were coupled in the same way as in Example 30 to give 2-[8-fluoro-3-(2-fluoro-4′-methanesulfonylbiphenyl-5-yl)imidazo[1,2-α]pyridin-7-yl]propan-2-ol as an off-white solid (8 mg, 6%): m/z (ES+) 443 [MH+]. Reactants: C(C)OC(C(=O)NCC(=O)OCCCC)=O (butyl N-[ethoxy(oxo)acetyl]glycinate), O=P12OP3(=O)OP(=O)(O1)OP(=O)(O2)O3 (phosphorus pentoxide), O (water). The solvent is C(C)#N (acetonitrile). Reaction conditions: temperature 60 celsius. Product: C(CCC)OC1=CN=C(O1)C(=O)OCC (Ethyl 5-butoxy-1,3-oxazole-2-carboxylate). As a reaction SMILES: [CH2:1]([O:3][C:4](=[O:16])[C:5]([NH:7][CH2:8][C:9]([O:11][CH2:12][CH2:13][CH2:14][CH3:15])=[O:10])=O)[CH3:2].O=P12OP3(OP(OP(O3)(O1)=O)(=O)O2)=O.O>C(#N)C>[CH2:12]([O:11][C:9]1[O:10][C:5]([C:4]([O:3][CH2:1][CH3:2])=[O:16])=[N:7][CH:8]=1)[CH2:13][CH2:14][CH3:15]. Procedure details: To a solution of butyl N-[ethoxy(oxo)acetyl]glycinate (783 g, 3.38 mol) in acetonitrile (8 L) in a 50 L glass reactor with overhead stirrer, phosphorus pentoxide (415 g, 2.92 mol) was added in portions. The reaction was heated at 60° C. for 1 hour. The product mixture was cooled, and water (8 L) was added with the mixture maintained at 20° C. The resultant mixture was extracted with dichloromethane (8 L, and 3 times 2 L). The organic extracts were combined, washed twice with saturated aqueous so... Starting materials: N(C1=CC=CC=C1)C1CCN2CCC3=C(C2C1)C=C(C(=C3)OC)OC (2-anilino-1,3,4,6,7,11b-hexahydro-9,10-dimethoxy-2H-benzo[a]quinolizine), C1(=CC=CC=C1)N=C=O (phenyl isocyanate). The product is COC1=CC2=C(C3CC(CCN3CC2)N(C(=O)NC2=CC=CC=C2)C2=CC=CC=C2)C=C1OC (1-(1,3,4,6,7,11b-Hexahydro-9,10-dimethoxy-2H-benzo[a]quinolizin-2-yl)-1,3-diphenyl urea). As a reaction SMILES: [NH:1]([CH:8]1[CH2:17][CH:16]2[N:11]([CH2:12][CH2:13][C:14]3[CH:21]=[C:20]([O:22][CH3:23])[C:19]([O:24][CH3:25])=[CH:18][C:15]=32)[CH2:10][CH2:9]1)[C:2]1[CH:7]=[CH:6][CH:5]=[CH:4][CH:3]=1.[C:26]1([N:32]=[C:33]=[O:34])[CH:31]=[CH:30][CH:29]=[CH:28][CH:27]=1>>[CH3:23][O:22][C:20]1[C:19]([O:24][CH3:25])=[CH:18][C:15]2[CH:16]3[N:11]([CH2:12][CH2:13][C:14]=2[CH:21]=1)[CH2:10][CH2:9][CH:8]([N:1]([C:2]1[CH:7]=[CH:6][CH:5]=[CH:4][CH:3]=1)[C:33]([NH:32][C:26]1[CH:31]=[CH:30][CH:29]=[CH:28][CH:27]=1)=[O:34])[CH2:17]3. Procedure: By a procedure analogous to that of Example 1, 2-anilino-1,3,4,6,7,11b-hexahydro-9,10-dimethoxy-2H-benzo[a]quinolizine (U.S. Pat. No. 3,634,431) is reacted with phenyl isocyanate to give the title compound.